From a dataset of the Open Reaction Database (ORD), a public repository of structured organic reaction records. describe an organic reaction: reactants, conditions, products, and yield Starting materials: ClC=1N=C(C2=C(N1)C=C(S2)CN2CCNCC2)N2CCOCC2 (2-chloro-4-morpholino-6-((piperazin-1-yl)methyl)thieno[3,2-d]pyrimidine), CS(=O)(=O)CS(=O)(=O)Cl (methylsulfonylmethylsulfonyl chloride). Solvent: C(Cl)Cl (DCM), C(C)N(CC)CC (triethylamine). Yields the product ClC=1N=C(C2=C(N1)C=C(S2)CN2CCN(CC2)S(=O)(=O)CS(=O)(=O)C)N2CCOCC2 (2-chloro-6-(4-methanesulfonylmethanesulfonyl-piperazin-1-ylmethyl)-4-morpholin-4-yl-thieno[3,2-d]pyrimidine). Reaction SMILES: [Cl:1][C:2]1[N:3]=[C:4]([N:18]2[CH2:23][CH2:22][O:21][CH2:20][CH2:19]2)[C:5]2[S:10][C:9]([CH2:11][N:12]3[CH2:17][CH2:16][NH:15][CH2:14][CH2:13]3)=[CH:8][C:6]=2[N:7]=1.[CH3:24][S:25]([CH2:28][S:29](Cl)(=[O:31])=[O:30])(=[O:27])=[O:26]>C(Cl)Cl.C(N(CC)CC)C>[Cl:1][C:2]1[N:3]=[C:4]([N:18]2[CH2:19][CH2:20][O:21][CH2:22][CH2:23]2)[C:5]2[S:10][C:9]([CH2:11][N:12]3[CH2:17][CH2:16][N:15]([S:29]([CH2:28][S:25]([CH3:24])(=[O:27])=[O:26])(=[O:31])=[O:30])[CH2:14][CH2:13]3)=[CH:8][C:6]=2[N:7]=1. Reported procedure: To 2-chloro-4-morpholino-6-((piperazin-1-yl)methyl)thieno[3,2-d]pyrimidine (54 mg) in DCM (2 ml) and triethylamine (44 ul) was added methylsulfonylmethylsulfonyl chloride (45 ul) at 0° C. The reaction mixture was allowed to warm up to room temperature overnight. Aqueous work-up and purification on silica gave 2-chloro-6-(4-methanesulfonylmethanesulfonyl-piperazin-1-ylmethyl)-4-morpholin-4-yl-thieno[3,2-d]pyrimidine (35 mg). Starting materials: COC1CC2=C(NC(=N2)C=2C(=CC(=C(C(=O)OC)C2)C)C)C1 (methyl 5-(5-methoxy-1,4,5,6-tetrahydrocyclopenta[d]imidazol-2-yl)-2,4-dimethylbenzoate), COC1CC2=C(NC(=N2)C=2C(=CC(=C(C(=O)OC)C2)C)C)C1 (methyl 5-(5-methoxy-1,4,5,6-tetrahydrocyclopenta[d]imidazol-2-yl)-2,4-dimethylbenzoate), [OH-].[Na+] (sodium hydroxide). The solvent is CO (methanol), O (water). Conditions: temperature 70 celsius, time 8 hour. Product: COC1CC2=C(NC(=N2)C=2C(=CC(=C(C(=O)O)C2)C)C)C1 (5-(5-Methoxy-1,4,5,6-tetrahydrocyclopenta[d]imidazol-2-yl)-2,4-dimethylbenzoic acid). Yield: 103.5%. As a reaction SMILES: [CH3:1][O:2][CH:3]1[CH2:22][C:6]2[NH:7][C:8]([C:10]3[C:11]([CH3:21])=[CH:12][C:13]([CH3:20])=[C:14]([CH:19]=3)[C:15]([O:17]C)=[O:16])=[N:9][C:5]=2[CH2:4]1.[OH-].[Na+]>CO.O>[CH3:1][O:2][CH:3]1[CH2:4][C:5]2[NH:9][C:8]([C:10]3[C:11]([CH3:21])=[CH:12][C:13]([CH3:20])=[C:14]([CH:19]=3)[C:15]([OH:17])=[O:16])=[N:7][C:6]=2[CH2:22]1 |f:1.2|. Procedure details: Into around-bottom flask, was placed a solution of methyl 5-(5-methoxy-1,4,5,6-tetrahydrocyclopenta[d]imidazol-2-yl)-2,4-dimethylbenzoate (compound 461.6, 100 mg, 0.270 mmol, 1.00 equiv, 80%) in methanol (3 mL). A solution of sodium hydroxide (67.0 mg, 1.68 mmol, 5.00 equiv) in water (3 mL) was added and the resulting mixture was stirred overnight at 70° C., then concentrated in vacuo. The residue was diluted with water (3 mL) and the pH of the solution was adjusted to 2-3 with aqueous hydrogen ... Reactants: CCO, CCOC(=O)CCN(C)C(=O)c1ccc(NC(c2oc3ccc(OCCCSC)cc3c2C)C2CCCCC2)cc1, [Na+], [OH-]. Yields the product CSCCCOc1ccc2oc(C(Nc3ccc(C(=O)N(C)CCC(=O)O)cc3)C3CCCCC3)c(C)c2c1. RXN SMILES: [CH3:44][CH2:45][OH:46].[CH:1]1([CH:7]([c:8]2[o:9][c:10]3[c:11]([c:12]2[CH3:13])[cH:14][c:15]([O:18][CH2:19][CH2:20][CH2:21][S:22][CH3:23])[cH:16][cH:17]3)[NH:24][c:25]2[cH:26][cH:27][c:28]([C:31](=[O:32])[N:33]([CH2:34][CH2:35][C:36](=[O:37])[O:38][CH2:39][CH3:40])[CH3:41])[cH:29][cH:30]2)[CH2:2][CH2:3][CH2:4][CH2:5][CH2:6]1.[Na+:43].[OH-:42]>>[CH:1]1([CH:7]([c:8]2[o:9][c:10]3[c:11]([c:12]2[CH3:13])[cH:14][c:15]([O:18][CH2:19][CH2:20][CH2:21][S:22][CH3:23])[cH:16][cH:17]3)[NH:24][c:25]2[cH:26][cH:27][c:28]([C:31](=[O:32])[N:33]([CH2:34][CH2:35][C:36](=[O:37])[OH:38])[CH3:41])[cH:29][cH:30]2)[CH2:2][CH2:3][CH2:4][CH2:5][CH2:6]1. Reaction SMILES: Cl[C:2]1[C:11]2[N:10]=[C:9]([CH3:12])[CH:8]=[CH:7][C:6]=2[C:5](B(O)O)=[CH:4][N:3]=1.Br[C:17]1[N:22]=[CH:21][CH:20]=[CH:19][N:18]=1.[NH2:23][C:24]1[N:25]=[C:26]([CH3:29])[S:27][CH:28]=1>>[CH3:12][C:9]1[CH:8]=[CH:7][C:6]2[C:11](=[C:2]([NH:23][C:24]3[N:25]=[C:26]([CH3:29])[S:27][CH:28]=3)[N:3]=[CH:4][C:5]=2[C:17]2[N:22]=[CH:21][CH:20]=[CH:19][N:18]=2)[N:10]=1. The reactants are ClC1=NC=C(C=2C=CC(=NC12)C)B(O)O (8-chloro-2-methyl-[1,7]naphthyridine-5-boronic acid), BrC1=NC=CC=N1 (2-bromopyrimidine), NC=1N=C(SC1)C (4-amino-2-methylthiazole). Product: CC1=NC2=C(N=CC(=C2C=C1)C1=NC=CC=N1)NC=1N=C(SC1)C ((2-Methyl-5-pyrimidin-2-yl-[1,7]naphthyridin-8-yl)-(2-methyl-thiazol-4-yl)-amine). Procedure: The title compound, MS: m/e=335.2 (M+H+), was prepared in accordance with the general method of example 15 step 1 and step 3 from 8-chloro-2-methyl-[1,7]naphthyridine-5-boronic acid (Example L), 2-bromopyrimidine and 4-amino-2-methylthiazole (Example F). Starting materials: NC1=NC(=C(C=C1C#N)C=1C=NC=CC1OC)C=1OC=CC1 (2-amino-6-(2-furyl)-5-(4-methoxy-3-pyridyl)-3-pyridinecarbonitrile), Br (hydrobromic acid), [OH-].[Na+] (sodium hydroxide). Solvent: C(C)(=O)O (acetic acid). Product: NC1=C(C#N)C=C(C(=N1)C=1OC=CC1)C1=CNC(C=C1)=O (2-Amino-6-(2-furyl)-5-(6-oxo-1,6-dihydro-3-pyridinyl)nicotinonitrile). Reaction SMILES: [NH2:1][C:2]1[C:7]([C:8]#[N:9])=[CH:6][C:5]([C:10]2[CH:11]=[N:12][CH:13]=[CH:14][C:15]=2OC)=[C:4]([C:18]2[O:19][CH:20]=[CH:21][CH:22]=2)[N:3]=1.Br.[OH-:24].[Na+]>C(O)(=O)C>[NH2:1][C:2]1[N:3]=[C:4]([C:18]2[O:19][CH:20]=[CH:21][CH:22]=2)[C:5]([C:10]2[CH:15]=[CH:14][C:13](=[O:24])[NH:12][CH:11]=2)=[CH:6][C:7]=1[C:8]#[N:9] |f:2.3|. Reported procedure: A solution of 2-amino-6-(2-furyl)-5-(4-methoxy-3-pyridyl)-3-pyridinecarbonitrile (1.0 g, 3.42 mmol) in acetic acid (6 ml)-conc. hydrobromic acid (10 ml) was stirred at 100° C. for 1.5 hours. After cooling as it was, the reaction solution was adjusted to pH 12 to 13 with 5 N sodium hydroxide and washed with ethyl acetate. The organic layer was extracted with 1 N sodium hydroxide (×2), and then the combined aqueous layer was neutralized with 5 N hydrochloric acid. The resulting solid was collected... The reactants are ClC1=NC(=CC=C1)C (2-chloro-6-methylpyridine), C([O-])([O-])=O.[Cs+].[Cs+] (cesium carbonate), NC=1C=C(C=CC1C#N)N[C@@H]1[C@@H](CCCC1)NC(OC(C)(C)C)=O (tert-butyl rel-{(1R,2S)-2-[(3-amino-4-cyanophenyl)amino]cyclohexyl}carbamate), CC1(C2=C(C(=CC=C2)P(C3=CC=CC=C3)C4=CC=CC=C4)OC5=C(C=CC=C51)P(C6=CC=CC=C6)C7=CC=CC=C7)C (Xantphos). The reagents and catalysts are C(C)(=O)[O-].[Pd+2].C(C)(=O)[O-] (palladium (II) acetate). Solvent: O1CCOCC1 (Dioxane). Run at temperature 80 celsius, time 12 hour. Product: C(#N)C1=C(C=C(C=C1)N[C@@H]1[C@@H](CCCC1)NC(OC(C)(C)C)=O)NC1=NC(=CC=C1)C (tert-butyl rel-[(1R,2S)-2-({4-cyano-3-[(6-methylpyridin-2-yl)amino]phenyl}amino)cyclohexyl]carbamate). RXN SMILES: Cl[C:2]1[CH:7]=[CH:6][CH:5]=[C:4]([CH3:8])[N:3]=1.C(=O)([O-])[O-].[Cs+].[Cs+].[NH2:15][C:16]1[CH:17]=[C:18]([NH:24][C@H:25]2[CH2:30][CH2:29][CH2:28][CH2:27][C@H:26]2[NH:31][C:32](=[O:38])[O:33][C:34]([CH3:37])([CH3:36])[CH3:35])[CH:19]=[CH:20][C:21]=1[C:22]#[N:23].CC1(C)C2C(=C(P(C3C=CC=CC=3)C3C=CC=CC=3)C=CC=2)OC2C(P(C3C=CC=CC=3)C3C=CC=CC=3)=CC=CC1=2>C([O-])(=O)C.[Pd+2].C([O-])(=O)C.O1CCOCC1>[C:22]([C:21]1[CH:20]=[CH:19][C:18]([NH:24][C@H:25]2[CH2:30][CH2:29][CH2:28][CH2:27][C@H:26]2[NH:31][C:32](=[O:38])[O:33][C:34]([CH3:35])([CH3:36])[CH3:37])=[CH:17][C:16]=1[NH:15][C:2]1[CH:7]=[CH:6][CH:5]=[C:4]([CH3:8])[N:3]=1)#[N:23] |f:1.2.3,6.7.8|. Procedure: Dioxane (1.0 mL), 2-chloro-6-methylpyridine (0.035 mL, 0.32 mmol) and cesium carbonate (138 mg, 0.424 mmol) were added to tert-butyl rel-{(1R,2S)-2-[(3-amino-4-cyanophenyl)amino]cyclohexyl}carbamate (70 mg, 0.21 mmol). The reaction mixture was purged with argon, and then palladium (II) acetate (5 mg, 0.02 mmol) and Xantphos (18 mg, 0.032 mmol) were added. The reaction mixture was purged with argon, and then heated to 80° C. After 12 hours, the reaction mixture was cooled to room temperature, fil... Reactants: 650C, [H-].[Na+] (NaH), BrC=1C=NC(=NC1)Cl (5-bromo-2-chloropyrimidine), C(C)(C)(C)C1=CC=C(C=C1)S(=O)(=O)NC1=NC(=NC(=C1OC1=C(C=CC=C1)OC)OCC#CCO)N1CCOCC1 (4-tert.-butyl-N-[6-(4-hydroxy-2-butynyloxy)-5-(2-methoxy-phenoxy)-2-morpholin-4-yl-pyrimidin-4-yl]-benzene sulfonamide). Run in C(CC(O)(C(=O)O)CC(=O)O)(=O)O (citric acid), C(C)(=O)OCC (ethyl acetate), CN(C)C=O.C1CCOC1 (DMF THF). Product: C(C)(C)(C)C1=CC=C(C=C1)S(=O)(=O)NC1=NC(=NC(=C1OC1=C(C=CC=C1)OC)OCC#CCOC1=NC=C(C=N1)Br)N1CCOCC1 (4-tert.-butyl-N-[6-(4-(5-bromo-2-pyrimidinyloxy)-2-butynyloxy)-5-(2-methoxy-phenoxy)-2-morpholin-4-yl-pyrimidin-4-yl]-benzene sulfonamide). The yield is 94.5%. Reaction SMILES: [H-].[Na+].[C:3]([C:7]1[CH:12]=[CH:11][C:10]([S:13]([NH:16][C:17]2[C:22]([O:23][C:24]3[CH:29]=[CH:28][CH:27]=[CH:26][C:25]=3[O:30][CH3:31])=[C:21]([O:32][CH2:33][C:34]#[C:35][CH2:36][OH:37])[N:20]=[C:19]([N:38]3[CH2:43][CH2:42][O:41][CH2:40][CH2:39]3)[N:18]=2)(=[O:15])=[O:14])=[CH:9][CH:8]=1)([CH3:6])([CH3:5])[CH3:4].[Br:44][C:45]1[CH:46]=[N:47][C:48](Cl)=[N:49][CH:50]=1>CN(C=O)C.C1COCC1.C(O)(=O)CC(CC(O)=O)(C(O)=O)O.C(OCC)(=O)C>[C:3]([C:7]1[CH:8]=[CH:9][C:10]([S:13]([NH:16][C:17]2[C:22]([O:23][C:24]3[CH:29]=[CH:28][CH:27]=[CH:26][C:25]=3[O:30][CH3:31])=[C:21]([O:32][CH2:33][C:34]#[C:35][CH2:36][O:37][C:48]3[N:49]=[CH:50][C:45]([Br:44])=[CH:46][N:47]=3)[N:20]=[C:19]([N:38]3[CH2:39][CH2:40][O:41][CH2:42][CH2:43]3)[N:18]=2)(=[O:15])=[O:14])=[CH:11][CH:12]=1)([CH3:6])([CH3:4])[CH3:5] |f:0.1,4.5|. Procedure: To a suspension of 9 mg of NaH 55% dispersion in mineral oil in 4 ml of DMF:THF 1:1 was added 50 mg of 4-tert.-butyl-N-[6-(4-hydroxy-2-butynyloxy)-5-(2-methoxy-phenoxy)-2-morpholin-4-yl-pyrimidin-4-yl]-benzene sulfonamide (Example 14). After the evolution of gas had ceased, 42 mg of 5-bromo-2-chloropyrimidine was added and the mixture was stirred for 1 h at 650C before it was diluted with 50 ml of 10% aqueous citric acid and 50 ml of ethyl acetate. The organic layer was separated, washed with 50...